Dataset: the Open Reaction Database (ORD), a public repository of structured organic reaction records. Task: describe an organic reaction: reactants, conditions, products, and yield Starting materials: C1(=CC=CC=C1)C1=NNC=C1 (3-phenyl-1H-pyrazole), ClC(C)Cl (dichloroethane). Yields the product ClC=1C(=NNC1)C1=CC=CC=C1 (4-Chloro-3-phenyl-1H-pyrazole). Reaction SMILES: [C:1]1([C:7]2[CH:11]=[CH:10][NH:9][N:8]=2)[CH:6]=[CH:5][CH:4]=[CH:3][CH:2]=1.[Cl:12]C(Cl)C>>[Cl:12][C:11]1[C:7]([C:1]2[CH:2]=[CH:3][CH:4]=[CH:5][CH:6]=2)=[N:8][NH:9][CH:10]=1. Procedure details: To a solution of 3-phenyl-1H-pyrazole (3 g, 20.81 mmol) in dichloroethane (60 ml) N-chlorosuccinimide (2.92 g, 21.85 mmol) was added and the mixture was stirred over night at room temperature. The mixture was then concentrated under reduced pressure and the remainder was purified via chromatography on silica gel (eluent: cyclohexane/ethyl acetate 0-30% (v/v)). Concentration of the combined fractions gave 3.54 g of a slightly yellow amorphous solid; ESI-MS [M+H]+: 179.0